describe an organic reaction: reactants, conditions, products, and yield From a dataset of the Open Reaction Database (ORD), a public repository of structured organic reaction records. The reactants are O (water), C1(=CC=CC=C1)O (phenol), C([O-])([O-])=O.[K+].[K+] (potassium carbonate), FCC(=O)C1=CC=CC=C1 (2-Fluoroacetophenone). Solvent: CN(C)C=O (DMF). Conditions: temperature 120 celsius, time 7 hour. Yields the product O(C1=CC=CC=C1)CC(=O)C1=CC=CC=C1 (2-Phenoxyacetophenone). Isolated yield 65.0%. Reaction SMILES: F[CH2:2][C:3]([C:5]1[CH:10]=[CH:9][CH:8]=[CH:7][CH:6]=1)=[O:4].[C:11]1([OH:17])[CH:16]=[CH:15][CH:14]=[CH:13][CH:12]=1.C(=O)([O-])[O-].[K+].[K+].O>CN(C=O)C>[O:17]([CH2:2][C:3]([C:5]1[CH:10]=[CH:9][CH:8]=[CH:7][CH:6]=1)=[O:4])[C:11]1[CH:16]=[CH:15][CH:14]=[CH:13][CH:12]=1 |f:2.3.4|. Procedure: 2-Fluoroacetophenone (2.0 mg, 14.5 mmol) was dissolved in DMF (50 mL), phenol (1.4 g, 14.5 mmol) and potassium carbonate (2.0 g, 14.5 mmol) were added thereto, and then the mixture was stirred at 120° C. for 7 hours. To the reaction solution was added water, and the reaction mixture was extracted with ethyl acetate. The extract was dried, and then concentrated under reduced pressure. The residue was purified with silica gel column chromatography (hexane/ethyl acetate=100:0 to 85:15) to give the ... The reactants are COc1ccc(N2C(=O)N(c3cccc(C#N)c3)c3nc(Nc4cccc(CCOS(C)(=O)=O)c4)ncc3C2C)cc1, CNC. Product: COc1ccc(N2C(=O)N(c3cccc(C#N)c3)c3nc(Nc4cccc(CCN(C)C)c4)ncc3C2C)cc1. As a reaction SMILES: [C:1](#[N:2])[c:3]1[cH:4][c:5]([N:9]2[C:10](=[O:42])[N:11]([c:34]3[cH:35][cH:36][c:37]([O:40][CH3:41])[cH:38][cH:39]3)[CH:12]([CH3:33])[c:13]3[c:14]2[n:15][c:16]([NH:19][c:20]2[cH:21][c:22]([CH2:26][CH2:27][O:28][S:29]([CH3:30])(=[O:31])=[O:32])[cH:23][cH:24][cH:25]2)[n:17][cH:18]3)[cH:6][cH:7][cH:8]1.[CH3:43][NH:44][CH3:45]>>[C:1](#[N:2])[c:3]1[cH:4][c:5]([N:9]2[C:10](=[O:42])[N:11]([c:34]3[cH:35][cH:36][c:37]([O:40][CH3:41])[cH:38][cH:39]3)[CH:12]([CH3:33])[c:13]3[c:14]2[n:15][c:16]([NH:19][c:20]2[cH:21][c:22]([CH2:26][CH2:27][N:44]([CH3:43])[CH3:45])[cH:23][cH:24][cH:25]2)[n:17][cH:18]3)[cH:6][cH:7][cH:8]1. The reactants are OC(CCCCCCC(CCC(=O)O)=O)CCC (11-hydroxy-4-oxo-tetradecanoic acid), OC(CCCCCCC(CCC(=O)O)=O)CCC (11-hydroxy-4-oxo-tetradecanoic acid), [N+](=[N-])=C (diazomethane). Product: COC(CCC(CCCCCCC(CCC)O)=O)=O (11-hydroxy-4-oxo-tetradecanoic acid methyl ester). Reaction SMILES: [OH:1][CH:2]([CH2:16][CH2:17][CH3:18])[CH2:3][CH2:4][CH2:5][CH2:6][CH2:7][CH2:8][C:9](=[O:15])[CH2:10][CH2:11][C:12]([OH:14])=[O:13].[N+](=[CH2:21])=[N-]>>[CH3:21][O:13][C:12](=[O:14])[CH2:11][CH2:10][C:9](=[O:15])[CH2:8][CH2:7][CH2:6][CH2:5][CH2:4][CH2:3][CH:2]([OH:1])[CH2:16][CH2:17][CH3:18]. Procedure: In order to determine the stereochemistry at the 11-position, 1 was hydrolyzed first with base and then with acid to yield 11-hydroxy-4-oxo-tetradecanoic acid (8). The long chain fatty acid (8) was reacted with excess diazomethane to furnish 11-hydroxy-4-oxo-tetradecanoic acid methyl ester (9). Compound 9 was converted to the two Mosher esters 10 and 11 with (R)- and (S)-methoxyphenylacetic acid (MPA), using the EDCI/DMAP coupling conditions. (Seco, J. M.; Quinoa, E.; Riguera, R., Tetrahedron: A... The reactants are Cl.O1CCOCC1 (HCl dioxane), O[C@H](CCNC(OC(C)(C)C)=O)C1=CC(=CC=C1)OCC1OCCC1 (tert-butyl ((3R)-3-hydroxy-3-(3-((tetrahydrofuran-2-yl)methoxy)phenyl)propyl)carbamate). Run in C(Cl)Cl (DCM). Reaction conditions: time 2 hour. The product is NCC[C@@H](O)C1=CC(=CC=C1)OCC1OCCC1 ((1R)-3-amino-1-(3-((tetrahydrofuran-2-yl)methoxy)phenyl)propan-1-ol). RXN SMILES: Cl.O1CCOCC1.[OH:8][C@@H:9]([C:20]1[CH:25]=[CH:24][CH:23]=[C:22]([O:26][CH2:27][CH:28]2[CH2:32][CH2:31][CH2:30][O:29]2)[CH:21]=1)[CH2:10][CH2:11][NH:12]C(=O)OC(C)(C)C>C(Cl)Cl>[NH2:12][CH2:11][CH2:10][C@H:9]([C:20]1[CH:25]=[CH:24][CH:23]=[C:22]([O:26][CH2:27][CH:28]2[CH2:32][CH2:31][CH2:30][O:29]2)[CH:21]=1)[OH:8] |f:0.1|. Reported procedure: HCl/dioxane (4M, 2.5 mL) was added at 0° C. to a solution of tert-butyl ((3R)-3-hydroxy-3-(3-((tetrahydrofuran-2-yl)methoxy)phenyl)propyl)carbamate (0.25 g, 0.71 mmol) in DCM (10 mL) and the reaction mixture was stirred at room temperature for 2 h. After completion of the reaction the solvent was removed under reduced pressure. Purification by column chromatography (MeOH:DCM with 1% aq. NH4OH, 1-10% gradient) gave Example 14 as a mixture of diastereomers as an off white semi-solid. Yield (0.22 g... Starting materials: [OH-].[K+] (KOH), resultant mixture, C(C)O (ethanol), [OH-].[K+] (KOH), C(C)O (ethanol), C(C)O (ethanol), C(C)O (ethanol), SC=1SC(=NN1)S (2,5-dimercapto-1,3,4-thiadiazole), BrC(C(=O)O)CC(=O)O (bromosuccinic acid). Solvent: O (water). Yields the product S1C(=NN=C1SC(C(=O)O)CC(=O)O)SC(C(=O)O)CC(=O)O ([(1,3,4-thiadiazol-2,5-diyl)dithio]-bis(2,2'-succinic acid)). As a reaction SMILES: [OH-:1].[K+].[CH2:3]([OH:5])[CH3:4].[SH:6][C:7]1[S:8][C:9]([SH:12])=[N:10][N:11]=1.Br[CH:14]([CH2:18][C:19]([OH:21])=[O:20])[C:15]([OH:17])=[O:16]>O>[S:8]1[C:9]([S:12][CH:4]([CH2:14][C:15]([OH:17])=[O:16])[C:3]([OH:1])=[O:5])=[N:10][N:11]=[C:7]1[S:6][CH:14]([CH2:18][C:19]([OH:21])=[O:20])[C:15]([OH:17])=[O:16] |f:0.1|. Reported procedure: About 68 g. of a solution of 39.6 g. (0.6 mole) of KOH (85%) in 200 ml. of abs. ethanol is added to a stirred slurry of 15.0 g. (0.1 mole) of 2,5-dimercapto-1,3,4-thiadiazole in 80 ml. of abs. ethanol, at 10°-15° C. The resultant mixture is stirred at 10°-15° C. for half hour thereafter, a clear solution of 39.4 g. (0.2 mole) of bromosuccinic acid in 70 ml. of abs. ethanol is added dropwise over a period of 15 minutes at 10°-15° C. followed by the gradual addition of the remainder of the KOH sol...